From a dataset of the Open Reaction Database (ORD), a public repository of structured organic reaction records. describe an organic reaction: reactants, conditions, products, and yield The reactants are ClC=1C=C(CO)C=CC1OC (3-chloro-4-methoxybenzyl alcohol), P(Br)(Br)Br (phosphorus tribromide), O (water). Run in ClCCl (dichloromethane). Yields the product ClC=1C=C(CBr)C=CC1OC (3-chloro-4-methoxybenzyl bromide). Reaction SMILES: [Cl:1][C:2]1[CH:3]=[C:4]([CH:7]=[CH:8][C:9]=1[O:10][CH3:11])[CH2:5]O.P(Br)(Br)[Br:13].O>ClCCl>[Cl:1][C:2]1[CH:3]=[C:4]([CH:7]=[CH:8][C:9]=1[O:10][CH3:11])[CH2:5][Br:13]. Procedure details: To a solution of 3-chloro-4-methoxybenzyl alcohol (164 g) in dichloromethane (800 ml) was added phosphorus tribromide (45.1 ml) under ice-cooing and the mixture was stirred at ambient temperature for an hour followed by adding water to the mixture. The separated aqueous layer was extracted with dichloromethane. The combined organic layers were washed with an aqueous saturated sodium bicarbonate solution and brine, dried over magnesium sulfate, and evaporated in vacuo. The oily residue was tritur... Run at temperature -78 celsius, time 6 hour. Run in C1CCOC1 (THF). Reported procedure: To a solution of compound 3A (41 mg, 0.10 mmol) in THF (2 mL) at −78° C. was added DIBAL-H (1.5 M in toluene, 0.13 mL, 0.20 mmol). The reaction mixture was stirred for 6 h at −78° C., warmed to 0° C. and stirred for an additional 2h. The reaction mixture was quenched by the addition of methanol (3 mL) and sat. aq. Na2CO3 (3 mL) and then poured onto dichloromethane (20 mL). The layers were separated, the aqueous phase was extracted with dichloromethane (2×15 mL), and the combined organic extracts... The product is OCC=1C(=C2N(N=CC(=C2NC2=CC=C(C=C2)OC2=CC=CC=C2)C#N)C1)C (6-(Hydroxymethyl)-5-methyl-4-[(4-phenoxyphenyl)amino]pyrrolo[1,2-b]pyridazine-3-carbonitrile). As a reaction SMILES: C([O:3][C:4]([C:6]1[C:7]([CH3:31])=[C:8]2[C:13]([NH:14][C:15]3[CH:20]=[CH:19][C:18]([O:21][C:22]4[CH:27]=[CH:26][CH:25]=[CH:24][CH:23]=4)=[CH:17][CH:16]=3)=[C:12]([C:28]#[N:29])[CH:11]=[N:10][N:9]2[CH:30]=1)=O)C.CC(C[AlH]CC(C)C)C>C1COCC1>[OH:3][CH2:4][C:6]1[C:7]([CH3:31])=[C:8]2[C:13]([NH:14][C:15]3[CH:16]=[CH:17][C:18]([O:21][C:22]4[CH:27]=[CH:26][CH:25]=[CH:24][CH:23]=4)=[CH:19][CH:20]=3)=[C:12]([C:28]#[N:29])[CH:11]=[N:10][N:9]2[CH:30]=1. The reactants are C(C)OC(=O)C=1C(=C2N(N=CC(=C2NC2=CC=C(C=C2)OC2=CC=CC=C2)C#N)C1)C (3-Cyano-5-methyl-4-[(4-phenoxyphenyl)amino]pyrrolo[1,2-b]pyridazine-6-carboxylic acid ethyl ester), CC(C)C[AlH]CC(C)C (DIBAL-H). Isolated yield 89.1%. The product is Cc1ccccc1-c1nnc(-c2ccc3nc(-c4c(C)cc(CC(C)(C)C(=O)O)cc4C)[nH]c3c2)o1. The reactants are C1CCOC1, COC(=O)C(C)(C)Cc1cc(C)c(-c2nc3ccc(-c4nnc(-c5ccccc5C)o4)cc3[nH]2)c(C)c1, Cl, [Na+], [OH-], O. As a reaction SMILES: [CH2:41]1[O:42][CH2:43][CH2:44][CH2:45]1.[CH3:1][O:2][C:3]([C:4]([CH2:5][c:6]1[cH:7][c:8]([CH3:34])[c:9](-[c:13]2[n:14][c:15]3[c:16]([nH:17]2)[cH:18][c:19](-[c:22]2[o:23][c:24](-[c:27]4[c:28]([CH3:33])[cH:29][cH:30][cH:31][cH:32]4)[n:25][n:26]2)[cH:20][cH:21]3)[c:10]([CH3:12])[cH:11]1)([CH3:35])[CH3:36])=[O:37].[ClH:40].[Na+:39].[OH-:38].[OH2:46]>>[O:2]=[C:3]([C:4]([CH2:5][c:6]1[cH:7][c:8]([CH3:34])[c:9](-[c:13]2[n:14][c:15]3[c:16]([nH:17]2)[cH:18][c:19](-[c:22]2[o:23][c:24](-[c:27]4[c:28]([CH3:33])[cH:29][cH:30][cH:31][cH:32]4)[n:25][n:26]2)[cH:20][cH:21]3)[c:10]([CH3:12])[cH:11]1)([CH3:35])[CH3:36])[OH:37]. Starting materials: C1(=CC=CC=C1)[C@@H]1[C@@H]([C@H]2CC[C@@H](C1)N2C)C(=O)OC (Methyl (1R,5S)-3β-phenyltropane-2β-carboxylate), C1(=CC=C(C=C1)[C@@H]1[C@@H]([C@H]2CC[C@@H](C1)N2C)C(=O)OC)C (Methyl (1R,5S)-3β-(p-tolyl)tropane-2β-carboxylate). Yields the product C(=O)[C@@H]1[C@H]2CC[C@@H](C[C@@H]1C1=CC=C(C=C1)C)N2C ((1R,5S)-2β-formyl-3β-(p-tolyl)tropane). Reaction SMILES: C1([C@H]2C[C@H]3N(C)[C@H](CC3)[C@H]2C(OC)=O)C=CC=CC=1.[C:20]1([CH3:39])[CH:25]=[CH:24][C:23]([C@H:26]2[CH2:32][C@H:31]3[N:33]([CH3:34])[C@H:28]([CH2:29][CH2:30]3)[C@H:27]2[C:35](OC)=[O:36])=[CH:22][CH:21]=1>>[CH:35]([C@H:27]1[C@@H:26]([C:23]2[CH:24]=[CH:25][C:20]([CH3:39])=[CH:21][CH:22]=2)[CH2:32][C@H:31]2[N:33]([CH3:34])[C@@H:28]1[CH2:29][CH2:30]2)=[O:36]. Procedure details: Using a procedure similar to that described in Example 8, sub-part b, except replacing the compound 15 used therein with compound 16, the title compound 19 was prepared as a colorless oil: 1H NMR (CDCl3) δ1.70 (d, 1H. J=8.7 Hz), 1.60-1.78 (m, 1H), 1.89 (dt, 1H, J=3.9 and 12.9), 2.19 (s, 3H), 2.30 (s, 3H), 2.10-2.33 (m, 2H), 2.39-2.53 (m, 2H), 3.14 (dt, 1H, J=5.7 and 12.9 Hz), 3.36-3.45 (m, 1H), 3.46-3.55 (m, 1H), 7.10 (br s, 4H), 9.66 (d, 1H, J=3.3 Hz).